Dataset: the Open Reaction Database (ORD), a public repository of structured organic reaction records. Task: describe an organic reaction: reactants, conditions, products, and yield Reactants: crude product, FC(CO)(F)F (2,2,2-trifluoroethanol), C(=O)([O-])[O-].[K+].[K+] (K2CO3), OCC=1C=CC=2N(C1)C(=CN2)C(=O)OCC (ethyl 6-(hydroxymethyl)imidazo[1,2-a]pyridine-3-carboxylate), CCN(C(C)C)C(C)C (DIEA), CS(=O)(=O)Cl (MsCl). The solvent is C(Cl)Cl (DCM). Reaction conditions: time 10 minute. The product is FC(COCC=1C=CC=2N(C1)C(=CN2)C(=O)OCC)(F)F (ethyl 6-((2,2,2-trifluoroethoxy)methyl)imidazo[1,2-a]pyridine-3-carboxylate). Reaction SMILES: [OH:1][CH2:2][C:3]1[CH:4]=[CH:5][C:6]2[N:7]([C:9]([C:12]([O:14][CH2:15][CH3:16])=[O:13])=[CH:10][N:11]=2)[CH:8]=1.CCN(C(C)C)C(C)C.CS(Cl)(=O)=O.C([O-])([O-])=O.[K+].[K+].[F:37][C:38]([F:42])([F:41])[CH2:39]O>C(Cl)Cl>[F:37][C:38]([F:42])([F:41])[CH2:39][O:1][CH2:2][C:3]1[CH:4]=[CH:5][C:6]2[N:7]([C:9]([C:12]([O:14][CH2:15][CH3:16])=[O:13])=[CH:10][N:11]=2)[CH:8]=1 |f:3.4.5|. Procedure details: To a solution of ethyl 6-(hydroxymethyl)imidazo[1,2-a]pyridine-3-carboxylate (59) (460 mg, 2.2 mmol) and DIEA (0.78 mL, 4.4 mmol) in DCM (5 mL) was added MsCl (303 mg, 2.64 mmol). The mixture was stirred at room temperature for 10 minutes then subjected to standard aqueous work up to give a residue. The crude product was dissolved in 2,2,2-trifluoroethanol (2 mL) and was added K2CO3 (608 mg, 4.4 mmol). The reaction mixture was heated at 80° C. for 2 hours. Once complete, the reaction mixture was... The reactants are CC(C#N)c1c(Cl)cc([N+](=O)[O-])cc1Cl, [H-], [Na+], CN(C)C=O. As a reaction SMILES: [Cl:3][c:4]1[c:5]([CH:14]([C:15]#[N:16])[CH3:17])[c:6]([Cl:13])[cH:7][c:8]([N+:10](=[O:11])[O-:12])[cH:9]1.[H-:2].[Na+:1].[O:18]=[CH:19][N:20]([CH3:21])[CH3:22]>>[Cl:3][c:4]1[c:5]([C:14]([C:15]#[N:16])([CH3:17])[CH3:19])[c:6]([Cl:13])[cH:7][c:8]([N+:10](=[O:11])[O-:12])[cH:9]1. Yields the product CC(C)(C#N)c1c(Cl)cc([N+](=O)[O-])cc1Cl.